From a dataset of the Open Reaction Database (ORD), a public repository of structured organic reaction records. describe an organic reaction: reactants, conditions, products, and yield Starting materials: CCS, CC(C)=O, CCOC(=O)c1c(C(F)(F)F)nc(C(F)(F)F)c(C(=O)OC)c1Cl, [K+], [K+], O=C([O-])[O-]. Reaction SMILES: [CH2:31]([CH3:32])[SH:33].[CH3:34][C:35](=[O:36])[CH3:37].[F:1][C:2]([c:3]1[n:4][c:5]([C:19]([F:20])([F:21])[F:22])[c:6]([C:15](=[O:16])[O:17][CH3:18])[c:7]([Cl:14])[c:8]1[C:9](=[O:10])[O:11][CH2:12][CH3:13])([F:23])[F:24].[K+:25].[K+:26].[O-:27][C:28]([O-:29])=[O:30]>>[F:1][C:2]([c:3]1[n:4][c:5]([C:19]([F:20])([F:21])[F:22])[c:6]([C:15](=[O:16])[O:17][CH3:18])[c:7]([S:33][CH2:31][CH3:32])[c:8]1[C:9](=[O:10])[O:11][CH2:12][CH3:13])([F:23])[F:24]. The product is CCOC(=O)c1c(C(F)(F)F)nc(C(F)(F)F)c(C(=O)OC)c1SCC. The yield is 28.2%. Reported procedure: 1-Amino-1-deoxy-D-ribitol (2.1 g, 0.014 mole prepared from D-ribose as described by Wolfron et. al. J. Org. Chemi. 23, 571 [1958]) was dissolved in water (30 ml), and sodium carbonate (2.9 g, 28 mole) and a solution of p-nitrophenyl-chloroformate (3.2 g, 0.016 mole) in acetone (10 ml) were added at 0° C. The solution was stirred and allowed to stand at room temperature overnight. The solution was acidified with 5N hydrochloric acid and extracted several times with ethyl acetate. The aqueous phas... Reactants: Cl (hydrochloric acid), NC[C@H](O)[C@H](O)[C@H](O)CO (1-Amino-1-deoxy-D-ribitol), C([O-])([O-])=O.[Na+].[Na+] (sodium carbonate), p-nitrophenyl-chloroformate. The solvent is O (water), CC(=O)C (acetone). The product is OC(C(CO)O)[C@@H]1CNC(O1)=O (5-(S)-(1',2',3'-trihydroxypropyl)-1,3-oxazolidin-2-one). RXN SMILES: [NH2:1][CH2:2][C@@H:3]([C@@H:5]([C@@H:7]([CH2:9][OH:10])[OH:8])[OH:6])[OH:4].[C:11](=O)([O-])[O-:12].[Na+].[Na+].Cl>O.CC(C)=O>[OH:6][CH:5]([C@H:3]1[O:4][C:11](=[O:12])[NH:1][CH2:2]1)[CH:7]([OH:8])[CH2:9][OH:10] |f:1.2.3|. Reaction conditions: time 8 hour. Reactants: C(C)OP(=O)(OCC)C(C)C1=NN=C2N1C1=CC=C(C=C1NC2=O)C(F)(F)F (1-[1-(diethoxyphosphoryl)ethyl]-7-trifluoromethyl[1,2,4]triazolo[4,3-a]quinoxalin-4(5H)-one), BrBr (bromine). Reagents/catalysts: S(=O)(=O)([O-])[O-].[Ag+2] (silver sulfate). The solvent is S(O)(O)(=O)=O (sulfuric acid). Reaction conditions: time 8 hour. Product: BrC1=C(C=C2NC(C=3N(C2=C1)C(=NN3)C(C)P(=O)(OCC)OCC)=O)C(F)(F)F (8-Bromo-1-[1-(diethoxyphosphoryl)ethyl]-7-trifluoromethyl[1,2,4]triazolo[4,3-a]quinoxalin-4(5H)-one). Isolated yield 53.3%. As a reaction SMILES: [CH2:1]([O:3][P:4]([CH:9]([C:11]1[N:15]2[C:16]3[C:21]([NH:22][C:23](=[O:24])[C:14]2=[N:13][N:12]=1)=[CH:20][C:19]([C:25]([F:28])([F:27])[F:26])=[CH:18][CH:17]=3)[CH3:10])([O:6][CH2:7][CH3:8])=[O:5])[CH3:2].[Br:29]Br>S(=O)(=O)(O)O.S([O-])([O-])(=O)=O.[Ag+2]>[Br:29][C:18]1[CH:17]=[C:16]2[C:21]([NH:22][C:23](=[O:24])[C:14]3[N:15]2[C:11]([CH:9]([P:4]([O:3][CH2:1][CH3:2])([O:6][CH2:7][CH3:8])=[O:5])[CH3:10])=[N:12][N:13]=3)=[CH:20][C:19]=1[C:25]([F:27])([F:26])[F:28] |f:3.4|. Reported procedure: A mixture of 1-[1-(diethoxyphosphoryl)ethyl]-7-trifluoromethyl[1,2,4]triazolo[4,3-a]quinoxalin-4(5H)-one (811 mg, 1.94 mmol), silver sulfate (605 mg, 1.94 mmol) and bromine (100 μl, 1.94 mmol) in 5 ml of conc. sulfuric acid was stirred overnight at room temperature. The mixture was filtered and the filtrate was added dropwise to 100 ml of ice/water. The resulting precipitate was isolated by filtration, washed with water and dried to give 514 mg (53%) of the title compound; m.p.>200° C., decomp. ... Reactants: CO, N, COC(=O)c1sc(-n2cnc3cnccc32)cc1OCc1ccc(C(F)(F)F)cc1. The product is NC(=O)c1sc(-n2cnc3cnccc32)cc1OCc1ccc(C(F)(F)F)cc1. As a reaction SMILES: [CH3:32][OH:33].[NH3:31].[n:1]1(-[c:10]2[cH:11][c:12]([O:19][CH2:20][c:21]3[cH:22][cH:23][c:24]([C:27]([F:28])([F:29])[F:30])[cH:25][cH:26]3)[c:13]([C:15]([O:17][CH3:16])=[O:18])[s:14]2)[cH:2][n:3][c:4]2[cH:5][n:6][cH:7][cH:8][c:9]12>>[n:1]1(-[c:10]2[cH:11][c:12]([O:19][CH2:20][c:21]3[cH:22][cH:23][c:24]([C:27]([F:28])([F:29])[F:30])[cH:25][cH:26]3)[c:13]([C:15](=[O:17])[NH2:31])[s:14]2)[cH:2][n:3][c:4]2[cH:5][n:6][cH:7][cH:8][c:9]12.